Dataset: the Open Reaction Database (ORD), a public repository of structured organic reaction records. Task: describe an organic reaction: reactants, conditions, products, and yield The reactants are FC=1C(=C(C(=O)N(C)C)C=C(C1)I)NCC1=CC=NC=C1 (3-fluoro-5-iodo-N,N-dimethyl-2-[(pyridin-4-ylmethyl)-amino]-benzamide), COC1=C(C=CC=C1)C1=CN(C2=NC=C(C=C21)B2OC(C(O2)(C)C)(C)C)S(=O)(=O)C2=CC=C(C=C2)C (3-(2-methoxy-phenyl)-5-(4,4,5,5-tetramethyl-[1,3,2]dioxaborolan-2-yl)-1-(toluene-4-sulfonyl)-1H-pyrrolo[2,3-b]pyridine), ClCCl (dichloromethane), C([O-])([O-])=O.[Na+].[Na+] (sodium carbonate). The solvent is C(C)#N (acetonitrile). The product is FC=1C(=C(C(=O)N(C)C)C=C(C1)C=1C=C2C(=NC1)N(C=C2C2=C(C=CC=C2)OC)S(=O)(=O)C2=CC=C(C=C2)C)NCC2=CC=NC=C2 (3-fluoro-5-[3-(2-methoxy-phenyl)-1-(toluene-4-sulfonyl)-1H-pyrrolo[2,3-b]pyridin-5-yl]-N,N-dimethyl-2-[(pyridin-4-ylmethyl)-amino]-benzamide). The yield is 22.3%. Reaction SMILES: [F:1][C:2]1[C:3]([NH:14][CH2:15][C:16]2[CH:21]=[CH:20][N:19]=[CH:18][CH:17]=2)=[C:4]([CH:10]=[C:11](I)[CH:12]=1)[C:5]([N:7]([CH3:9])[CH3:8])=[O:6].[CH3:22][O:23][C:24]1[CH:29]=[CH:28][CH:27]=[CH:26][C:25]=1[C:30]1[C:38]2[C:33](=[N:34][CH:35]=[C:36](B3OC(C)(C)C(C)(C)O3)[CH:37]=2)[N:32]([S:48]([C:51]2[CH:56]=[CH:55][C:54]([CH3:57])=[CH:53][CH:52]=2)(=[O:50])=[O:49])[CH:31]=1.ClCCl.C(=O)([O-])[O-].[Na+].[Na+]>C(#N)C>[F:1][C:2]1[C:3]([NH:14][CH2:15][C:16]2[CH:21]=[CH:20][N:19]=[CH:18][CH:17]=2)=[C:4]([CH:10]=[C:11]([C:36]2[CH:37]=[C:38]3[C:30]([C:25]4[CH:26]=[CH:27][CH:28]=[CH:29][C:24]=4[O:23][CH3:22])=[CH:31][N:32]([S:48]([C:51]4[CH:52]=[CH:53][C:54]([CH3:57])=[CH:55][CH:56]=4)(=[O:50])=[O:49])[C:33]3=[N:34][CH:35]=2)[CH:12]=1)[C:5]([N:7]([CH3:9])[CH3:8])=[O:6] |f:3.4.5|. Procedure: Crude 3-fluoro-5-iodo-N,N-dimethyl-2-[(pyridin-4-ylmethyl)-amino]-benzamide (˜1.63 mmol) from the previous step and 3-(2-methoxy-phenyl)-5-(4,4,5,5-tetramethyl-[1,3,2]dioxaborolan-2-yl)-1-(toluene-4-sulfonyl)-1H-pyrrolo[2,3-b]pyridine (822 mg, 1.63), [1,1′-bis(diphenylphosphino)-ferrocene]dichloropalladium(II) complex with dichloromethane (1:1, 133 mg, 0.16 mmol), acetonitrile (8 ml) and 2 M aqueous sodium carbonate solution (4 ml) were placed in a microwave reactor and irradiated to 100° C. for... Starting materials: reduced methyl bromide, BrC1=C(C(=C(C(=C1O)Br)Br)C(C)(C)C1=CC=C(C=C1)O)Br (tetrabromobisphenol A), OC1=CC=C(C=C1)C(C)(C)C1=CC=C(C=C1)O (bisphenol-A). Run in CO (methanol), CO (methanol). Product: CO.OC1=CC=C(C=C1)C(C)(C)C1=CC=C(C=C1)O (bisphenol-A methanol). RXN SMILES: BrC1[C:7]([OH:8])=C(Br)C(Br)=C(C(C2C=CC(O)=CC=2)(C)C)C=1Br.[OH:22][C:23]1[CH:28]=[CH:27][C:26]([C:29]([C:32]2[CH:37]=[CH:36][C:35]([OH:38])=[CH:34][CH:33]=2)([CH3:31])[CH3:30])=[CH:25][CH:24]=1>CO>[CH3:7][OH:8].[OH:22][C:23]1[CH:24]=[CH:25][C:26]([C:29]([C:32]2[CH:33]=[CH:34][C:35]([OH:38])=[CH:36][CH:37]=2)([CH3:31])[CH3:30])=[CH:27][CH:28]=1 |f:3.4|. Procedure: A reduced methyl bromide process for making tetrabromobisphenol A in methanol, including: dissolving bisphenol-A in a methanol solvent to form a bisphenol-A methanol solution, adding bromine to the bisphenol-A methanol solution to brominate bisphenol-A and form tetrabromobisphenol A and hydrogen bromide, exposing the bisphenol-A methanol solution to an amount of a hydrogen peroxide agent to reduce the amount of methyl bromide co-product resulting from the bromination of bisphenol-A in methanol b... As a reaction SMILES: [CH3:1][N:2]1[C@H:11]2[C@@:6]([CH3:17])([C:7]3[CH:15]=[CH:14][C:13]([SH:16])=[CH:12][C:8]=3[CH2:9][CH2:10]2)[CH2:5][CH2:4][C:3]1=[O:18].C(=O)([O-])[O-].[K+].[K+].Cl[C:26]1[S:27][C:28]2[CH:34]=[CH:33][CH:32]=[C:31]([O:35][C:36]([F:39])([F:38])[F:37])[C:29]=2[N:30]=1.CN(C)C=O>C(OCC)(=O)C>[CH3:1][N:2]1[C@H:11]2[C@@:6]([CH3:17])([C:7]3[CH:15]=[CH:14][C:13]([S:16][C:26]4[S:27][C:28]5[CH:34]=[CH:33][CH:32]=[C:31]([O:35][C:36]([F:39])([F:38])[F:37])[C:29]=5[N:30]=4)=[CH:12][C:8]=3[CH2:9][CH2:10]2)[CH2:5][CH2:4][C:3]1=[O:18] |f:1.2.3|. Reported procedure: A 15 mL round bottom flask was charged with (+)-(4aR)-(10bR)-4-methyl-8-mercapto-10b-methyl-1,2,3,4,4a,-5,6,10b-octahydrobenzo[f]quinolin-3-one (100 mg, 0.38 mmol), potassium carbonate (158 mg, 1.14 mmol), 2-chloro-4-trifluoromethoxybenzothiazole (117 mg, 0.46 mmol) and 1.5 mL of anhydrous dimethylformamide, fitted with a reflux condenser, and the stirred mixture was heated at 60°, under nitrogen, for 18 h. The mixture was cooled, diluted with ethyl acetate (75 mL) and washed with brine (4×25 mL... The solvent is C(C)(=O)OCC (ethyl acetate). Yields the product CN1C(CC[C@@]2(C3=C(CC[C@@H]12)C=C(C=C3)SC=3SC1=C(N3)C(=CC=C1)OC(F)(F)F)C)=O ((+)-(4aR)-(10bR)-4-methyl-8-(4-trifluoromethoxy-2-benzo-thiazolylthio)-10b-methyl-1,2,3,4,4a,5,6,10b-octahydrobenzo[f]-quinolin-3-one). Reactants: CN1C(CC[C@@]2(C3=C(CC[C@@H]12)C=C(C=C3)S)C)=O ((+)-(4aR)-(10bR)-4-methyl-8-mercapto-10b-methyl-1,2,3,4,4a,-5,6,10b-octahydrobenzo[f]quinolin-3-one), C([O-])([O-])=O.[K+].[K+] (potassium carbonate), ClC=1SC2=C(N1)C(=CC=C2)OC(F)(F)F (2-chloro-4-trifluoromethoxybenzothiazole), CN(C=O)C (dimethylformamide). The yield is 77.5%.